This data is from the Open Reaction Database (ORD), a public repository of structured organic reaction records. The task is: describe an organic reaction: reactants, conditions, products, and yield The reactants are FC=1C=NC=CC1C1=CC=C(C#N)C=C1 (4-(3-fluoropyridin-4-yl)benzonitrile), [S-2].[Na+].[Na+] (sodium sulfide), Cl (HCl). Run in ice water, CN(C)C=O (DMF). Reaction conditions: temperature 130 celsius, time 0.5 hour. Product: SC=1C=NC=CC1C1=CC=C(C#N)C=C1 (4-(3-Mercaptopyridin-4-yl)benzonitrile). Yield: 96.0%. As a reaction SMILES: F[C:2]1[CH:3]=[N:4][CH:5]=[CH:6][C:7]=1[C:8]1[CH:15]=[CH:14][C:11]([C:12]#[N:13])=[CH:10][CH:9]=1.[S-2:16].[Na+].[Na+].Cl>CN(C=O)C>[SH:16][C:2]1[CH:3]=[N:4][CH:5]=[CH:6][C:7]=1[C:8]1[CH:15]=[CH:14][C:11]([C:12]#[N:13])=[CH:10][CH:9]=1 |f:1.2.3|. Procedure: A mixture of 4-(3-fluoropyridin-4-yl)benzonitrile (1.08 g, 5.4 mmol) and sodium sulfide (0.84 g, 10.8 mmol) in DMF (20 mL) was stirred at 130° C. for 0.5 hours. While the reaction was cooled in ice water bath, aqueous HCl (6N, 2.5 mL) was added drop wise with rigorous stirring. The resulting yellow paste was concentrated using rotary evaporation on a water bath (80° C.) to dryness. The resulting yellow solid was extracted with methanol (4×20 mL). The combined extracts were concentrated to drynes... Starting materials: FC=1C=C(C=C(C1F)F)C1=CSC=C1 (3(3,4,5-trifluorophenyl)thiophene), 1-bromo-substituted fluorobenzene, BrC1=CC(=C(C=C1)F)F (1-bromo-3,4-difluorobenzene), BrC1=CC(=C(C(=C1)F)F)F (1-bromo-3,4,5-trifluorobenzene). Product: FC=1C=C(C=CC1F)C1=CSC=C1 (3(3,4-difluorophenyl)thiophene). Reaction SMILES: [F:1][C:2]1[CH:3]=[C:4]([C:10]2[CH:14]=[CH:13][S:12][CH:11]=2)[CH:5]=[C:6](F)[C:7]=1[F:8].BrC1C=CC(F)=C(F)C=1.BrC1C=C(F)C(F)=C(F)C=1>>[F:1][C:2]1[CH:3]=[C:4]([C:10]2[CH:14]=[CH:13][S:12][CH:11]=2)[CH:5]=[CH:6][C:7]=1[F:8]. Procedure: The same procedures set forth above in Example (1)(a) for synthesizing 3(3,4,5-trifluorophenyl)thiophene were followed, with the exception that 1-bromo-3,4-difluorobenzene was substituted for 1-bromo-3,4,5-trifluorobenzene as the 1-bromo-substituted fluorobenzene. Reactants: CC(C)([O-])C.[K+] (potassium tert-butoxide), BrC1=CC(=C(C(=C1)F)NC(C)=NC(C)C)F (N-(4-bromo-2,6-difluoro-phenyl)-N′-isopropyl-acetamidine), C(Cl)Cl (DCM). Run in CNC=O (N-methyl formamide). Conditions: temperature 100 celsius. Product: BrC=1C=C(C2=C(N(C(=N2)C)C(C)C)C1)F (6-Bromo-4-fluoro-1-isopropyl-2-methyl-1H-benzoimidazole). Yield: 99.9%. As a reaction SMILES: CC(C)([O-])C.[K+].[Br:7][C:8]1[CH:13]=[C:12]([F:14])[C:11]([NH:15][C:16](=[N:18][CH:19]([CH3:21])[CH3:20])[CH3:17])=[C:10](F)[CH:9]=1.C(Cl)Cl>CNC=O>[Br:7][C:8]1[CH:13]=[C:12]([F:14])[C:11]2[N:15]=[C:16]([CH3:17])[N:18]([CH:19]([CH3:21])[CH3:20])[C:10]=2[CH:9]=1 |f:0.1|. Procedure details: Add potassium tert-butoxide (811.43 mg) to a solution of N-(4-bromo-2,6-difluoro-phenyl)-N′-isopropyl-acetamidine (2 g) in N-methyl formamide (20 mL). Heat the mixture at 100° C. for 2 h. Cool to RT, add DCM (150 mL), wash three times with saturated sodium chloride aqueous (brine, 300 mL), dry over magnesium sulfate and remove the solvent under vacuum. Add hexane and shake over ultrasound for a few minutes. Filter the solid, repeat addition of hexane/filtration twice to afford 1.86 g of the titl... Starting materials: ClC=1N(C=C(N1)[N+](=O)[O-])C[C@]1(OC1)C ((R)-2-chloro-1-(2-methyloxiran-2-ylmethyl)-4-nitroimidazole), ClC1=CC=C(C=C1)CCOC1CCNCC1 (4-[2-(4-chlorophenyl)ethoxy]-piperidine). The product is ClC=1N(C=C(N1)[N+](=O)[O-])C[C@](CN1CCC(CC1)OCCC1=CC=C(C=C1)Cl)(O)C ((S)-1-(2-chloro-4-nitroimidazol-1-yl)-3-{4-[2-(4-chlorophenyl)ethoxy]-piperidin-1-yl}-2-methyl-propan-2-ol). Yield: 71.4%. Reaction SMILES: [Cl:1][C:2]1[N:3]([CH2:10][C@:11]2([CH3:14])[CH2:13][O:12]2)[CH:4]=[C:5]([N+:7]([O-:9])=[O:8])[N:6]=1.[Cl:15][C:16]1[CH:21]=[CH:20][C:19]([CH2:22][CH2:23][O:24][CH:25]2[CH2:30][CH2:29][NH:28][CH2:27][CH2:26]2)=[CH:18][CH:17]=1>>[Cl:1][C:2]1[N:3]([CH2:10][C@@:11]([CH3:14])([OH:12])[CH2:13][N:28]2[CH2:27][CH2:26][CH:25]([O:24][CH2:23][CH2:22][C:19]3[CH:18]=[CH:17][C:16]([Cl:15])=[CH:21][CH:20]=3)[CH2:30][CH2:29]2)[CH:4]=[C:5]([N+:7]([O-:9])=[O:8])[N:6]=1. Procedure details: Using (R)-2-chloro-1-(2-methyloxiran-2-yl-methyl)-4-nitroimidazole prepared in Example 12 (0.076 g, 0.350 mmol) and 4-[2-(4-chlorophenyl)ethoxy]-piperidine (0.080 g, 0.334 mmol) gave (S)-1-(2-chloro-4-nitroimidazol-1-yl)-3-{4-[2-(4-chlorophenyl)ethoxy]-piperidin-1-yl}-2-methyl-propan-2-ol (0.109 g, yield 71%) as a light yellow oil in the same manner as in Example 254. Reactants: C1OC=2C=C(C=CC2O1)C(CO)C(F)(F)F (2-(3,4-methylenedioxyphenyl)-3,3,3-trifluoropropanol), O(C1=CC=CC=C1)C=1C=C(CBr)C=CC1 (3-phenoxybenzyl bromide), HCl ice water, [H-].[Na+] (sodium hydride). The solvent is C1CCOC1 (THF), C1CCOC1 (THF). Run at time 14 hour. The product is O(C1=CC=CC=C1)C=1C=C(COCC(C(F)(F)F)C2=CC3=C(C=C2)OCO3)C=CC1 (2-(3,4 methylenedioxyphenyl)-3,3,3trifluoropropyl 3-phenoxybenzyl ether). The yield is 67.5%. RXN SMILES: [H-].[Na+].[CH2:3]1[O:11][C:10]2[CH:9]=[CH:8][C:7]([CH:12]([C:15]([F:18])([F:17])[F:16])[CH2:13][OH:14])=[CH:6][C:5]=2[O:4]1.[O:19]([C:26]1[CH:27]=[C:28]([CH:31]=[CH:32][CH:33]=1)[CH2:29]Br)[C:20]1[CH:25]=[CH:24][CH:23]=[CH:22][CH:21]=1>C1COCC1>[O:19]([C:26]1[CH:27]=[C:28]([CH:31]=[CH:32][CH:33]=1)[CH2:29][O:14][CH2:13][CH:12]([C:7]1[CH:8]=[CH:9][C:10]2[O:11][CH2:3][O:4][C:5]=2[CH:6]=1)[C:15]([F:16])([F:17])[F:18])[C:20]1[CH:21]=[CH:22][CH:23]=[CH:24][CH:25]=1 |f:0.1|. Reported procedure: Under a nitrogen atmosphere, 0.18 g of sodium hydride (60% oil dispersion) was added to 20 ml of dry THF. A solution of 1.0 g of 2-(3,4-methylenedioxyphenyl)-3,3,3-trifluoropropanol and 1.17 g of 3-phenoxybenzyl bromide in 10 ml of dry THF was then added with ice-cooling, and the reaction solution was stirred at room temperature for 14 hours. Thereafter, the reaction mixture was poured into dilute HCl-ice water and extracted twice with diethyl ether. The ether layers were combined, washed with w... Reactants: CN(C)c1ccncc1, ClCCl, COC(=O)C1(O)CC1, O=C(Cl)Cc1ccc(OCc2ccc3ccccc3n2)cc1. Yields the product COC(=O)C1(OC(=O)Cc2ccc(OCc3ccc4ccccc4n3)cc2)CC1. Reaction SMILES: [CH3:34][N:35]([c:36]1[cH:37][cH:38][n:39][cH:40][cH:41]1)[CH3:42].[Cl:31][CH2:32][Cl:33].[OH:23][C:24]1([C:27](=[O:28])[O:29][CH3:30])[CH2:25][CH2:26]1.[n:1]1[c:2]([CH2:11][O:12][c:13]2[cH:14][cH:15][c:16]([CH2:19][C:20](=[O:21])[Cl:22])[cH:17][cH:18]2)[cH:3][cH:4][c:5]2[cH:6][cH:7][cH:8][cH:9][c:10]12>>[n:1]1[c:2]([CH2:11][O:12][c:13]2[cH:14][cH:15][c:16]([CH2:19][C:20](=[O:21])[O:23][C:24]3([C:27](=[O:28])[O:29][CH3:30])[CH2:25][CH2:26]3)[cH:17][cH:18]2)[cH:3][cH:4][c:5]2[cH:6][cH:7][cH:8][cH:9][c:10]12. Reactants: CN(C)C=O, CC(COS(C)(=O)=O)c1ccc(Cl)cc1Cl, [H-], [Na+], c1nc[nH]n1. The product is CC(Cn1cncn1)c1ccc(Cl)cc1Cl. Reaction SMILES: [CH3:24][N:25]([CH3:26])[CH:27]=[O:28].[CH3:8][S:9]([O:10][CH2:13][CH:14]([CH3:15])[c:16]1[c:17]([Cl:23])[cH:18][c:19]([Cl:22])[cH:20][cH:21]1)(=[O:11])=[O:12].[H-:6].[Na+:7].[nH:1]1[n:2][cH:3][n:4][cH:5]1>>[n:1]1([CH2:13][CH:14]([CH3:15])[c:16]2[c:17]([Cl:23])[cH:18][c:19]([Cl:22])[cH:20][cH:21]2)[n:2][cH:3][n:4][cH:5]1. Reactants: C(C)OC(=O)C=1C(=C2C(=CN1)N(C=C2)CC2=CC=C(C=C2)F)C#C (4-Ethynyl-1-(4-fluoro-benzyl)-1H-pyrrolo[2,3-c]pyridine-5-carboxylic acid ethyl ester). Reagents/catalysts: [Pd].CC(=O)[O-].CC(=O)[O-].[Pb+2] (Lindlar's catalyst). Solvent: CCO (EtOH). Reaction conditions: time 18 hour. The product is C(C)OC(=O)C=1C(=C2C(=CN1)N(C=C2)CC2=CC=C(C=C2)F)CC (4-Ethyl-1-(4-fluoro-benzyl)-1H-pyrrolo[2,3-c]pyridine-5-carboxylic acid ethyl ester). Reaction SMILES: [CH2:1]([O:3][C:4]([C:6]1[C:7]([C:23]#[CH:24])=[C:8]2[CH:14]=[CH:13][N:12]([CH2:15][C:16]3[CH:21]=[CH:20][C:19]([F:22])=[CH:18][CH:17]=3)[C:9]2=[CH:10][N:11]=1)=[O:5])[CH3:2]>CCO.[Pd].CC([O-])=O.CC([O-])=O.[Pb+2]>[CH2:1]([O:3][C:4]([C:6]1[C:7]([CH2:23][CH3:24])=[C:8]2[CH:14]=[CH:13][N:12]([CH2:15][C:16]3[CH:17]=[CH:18][C:19]([F:22])=[CH:20][CH:21]=3)[C:9]2=[CH:10][N:11]=1)=[O:5])[CH3:2] |f:2.3.4.5|. Procedure details: To a solution of 4-ethynyl-1-(4-fluoro-benzyl)-1H-pyrrolo[2,3-c]pyridine-5-carboxylic acid ethyl ester (60 mg, 0.018 mmol, prepared in step 1 above) in EtOH (2 mL) was added Lindlar's catalyst (Aldrich, 20 mg). The atmosphere was vacuum degassed with hydrogen three times, and then a balloon of hydrogen was attached to the reaction. After stirring for 18 hours, the reaction was filtered through a fine filter to remove the palladium. The solvent was removed by rotary evaporation, and the crude oil...